From a dataset of the Open Reaction Database (ORD), a public repository of structured organic reaction records. describe an organic reaction: reactants, conditions, products, and yield Starting materials: Nc1c(F)cc(Br)cc1F, CS(=O)(=O)Cl, c1ccncc1. Product: CS(=O)(=O)Nc1c(F)cc(Br)cc1F. Reaction SMILES: [Br:1][c:2]1[cH:3][c:4]([F:10])[c:5]([NH2:6])[c:7]([F:9])[cH:8]1.[CH3:11][S:12]([Cl:13])(=[O:14])=[O:15].[cH:16]1[cH:17][cH:18][n:19][cH:20][cH:21]1>>[Br:1][c:2]1[cH:3][c:4]([F:10])[c:5]([NH:6][S:12]([CH3:11])(=[O:14])=[O:15])[c:7]([F:9])[cH:8]1. Run in CN(C)C=O (DMF). Isolated yield 34.4%. Procedure: A mixture of 5-(2-bromo-4-chloro-6-fluoro-phenyl)-2H-tetrazole (4.15 g, 14.95 mmol), K2CO3 (3.1 g, 22.43 mmol) and iodomethane (1.3 ml, 20.94 mmol) in DMF (30 ml) was stirred at 25° C. for 3 h. The mixture was partitioned between EtOAc (80 ml) and water (60 ml), the organic layer was separated, washed with water and brine, dried with Na2SO4 and concentrated. The remaining residue was purified by chromatography (silica gel; hexane/EtOAc 100:0-90:10) to obtain 5-(2-bromo-4-chloro-6-fluoro-phenyl)-... As a reaction SMILES: [Br:1][C:2]1[CH:7]=[C:6]([Cl:8])[CH:5]=[C:4]([F:9])[C:3]=1[C:10]1[N:11]=[N:12][NH:13][N:14]=1.[C:15]([O-])([O-])=O.[K+].[K+].IC>CN(C=O)C>[Br:1][C:2]1[CH:7]=[C:6]([Cl:8])[CH:5]=[C:4]([F:9])[C:3]=1[C:10]1[N:14]([CH3:15])[N:13]=[N:12][N:11]=1 |f:1.2.3|. The reactants are BrC1=C(C(=CC(=C1)Cl)F)C=1N=NNN1 (5-(2-bromo-4-chloro-6-fluoro-phenyl)-2H-tetrazole), C(=O)([O-])[O-].[K+].[K+] (K2CO3), IC (iodomethane). Conditions: temperature 25 celsius, time 3 hour. The product is BrC1=C(C(=CC(=C1)Cl)F)C1=NN=NN1C (5-(2-bromo-4-chloro-6-fluoro-phenyl)-1-methyl-1H-tetrazole). Reactants: BrC=1C=CC(=C(C=O)C1)F (5-bromo-2-fluorobenzaldehyde), C1(CC1)NCCCC(=O)OC(C)(C)C (t-butyl N-cyclopropyl-4-aminobutyrate), C([O-])([O-])=O.[Na+].[Na+] (sodium carbonate). Solvent: CS(=O)C (DMSO), O (water), O (water). Yields the product BrC1=CC(=C(C=C1)N(CCCC(=O)OC(C)(C)C)C1CC1)C=O (t-butyl N-(4-bromo-2-formylphenyl)-N-cyclopropyl-4-aminobutyrate). Yield: 23.0%. Reaction SMILES: [Br:1][C:2]1[CH:3]=[CH:4][C:5](F)=[C:6]([CH:9]=1)[CH:7]=[O:8].[CH:11]1([NH:14][CH2:15][CH2:16][CH2:17][C:18]([O:20][C:21]([CH3:24])([CH3:23])[CH3:22])=[O:19])[CH2:13][CH2:12]1.C(=O)([O-])[O-].[Na+].[Na+]>O.CS(C)=O>[Br:1][C:2]1[CH:3]=[CH:4][C:5]([N:14]([CH:11]2[CH2:12][CH2:13]2)[CH2:15][CH2:16][CH2:17][C:18]([O:20][C:21]([CH3:22])([CH3:23])[CH3:24])=[O:19])=[C:6]([CH:7]=[O:8])[CH:9]=1 |f:2.3.4|. Procedure: 5-bromo-2-fluorobenzaldehyde (20 g), t-butyl N-cyclopropyl-4-aminobutyrate (14.5 g), sodium carbonate (13.8 g), water (70 ml) and DMSO (70 ml) were heated at 80° C. for 5 days and at 110° C. for 3 days, which was poured into water and extracted with ethyl acetate. The organic layer was washed with water and saturated brine and dried with anhydrous magnesium sulfate. The solvent was evaporated and the residue was purified with silica gel column chromatography (ethyl acetate/hexane) to give t-buty... Starting materials: ClCCCCS(=O)C1=CC=CC=2N1C=CN2 (5-(4-chlorobutylsulfinyl)imidazo[1,2-a]pyridine), ClC1=CC(=CC=C1)C(=O)OO (m-chloroperbenzoic acid), C(O)([O-])=O.[Na+] (sodium hydrogen carbonate), ClC1=CC(=CC=C1)C(=O)OO (m-chloroperbenzoic acid). Run in ClCCl (dichloromethane). Run at time 64 hour. Yields the product ClCCCCS(=O)(=O)C1=CC=CC=2N1C=CN2 (5-(4-chlorobutylsulfonyl)imidazo[1,2-a]pyridine). RXN SMILES: [Cl:1][CH2:2][CH2:3][CH2:4][CH2:5][S:6]([C:8]1[N:13]2[CH:14]=[CH:15][N:16]=[C:12]2[CH:11]=[CH:10][CH:9]=1)=[O:7].ClC1C=CC=C(C(OO)=[O:25])C=1.C(=O)([O-])O.[Na+]>ClCCl>[Cl:1][CH2:2][CH2:3][CH2:4][CH2:5][S:6]([C:8]1[N:13]2[CH:14]=[CH:15][N:16]=[C:12]2[CH:11]=[CH:10][CH:9]=1)(=[O:25])=[O:7] |f:2.3|. Procedure details: To a solution of 0.88 g (3.47 mmol) of 5-(4-chlorobutylsulfinyl)imidazo[1,2-a]pyridine in 15 ml of dichloromethane, 0.90 g (5.20 mmol) of m-chloroperbenzoic acid was added at 0° C., followed by stirring at room temperature for 64 hours. 0.6 g (3.47 mmol) of m-chloroperbenzoic acid was further added to the reaction mixture, followed by stirring for 5 hours. The reaction mixture was poured into saturated aqueous sodium hydrogen carbonate, extracted with dichloromethane and dried, after which the s... Starting materials: C(C1=CC=CO1)N (furfurylamine), C(C=C)C12C(CC(C=C1)C2)C(=O)Cl (allylbicyclo[2.2.1]hept-5-ene-2-carbonyl chloride). The product is C(C1=CC=CO1)NC(=O)C1C2(C=CC(C1)C2)CC=C (allylbicyclo[2.2.1]hept-5-ene-2-carboxylic acid N-furfurylamide). Reaction SMILES: [CH2:1]([NH2:7])[C:2]1[O:6][CH:5]=[CH:4][CH:3]=1.[CH2:8]([C:11]12[CH2:17][CH:14]([CH:15]=[CH:16]1)[CH2:13][CH:12]2[C:18](Cl)=[O:19])[CH:9]=[CH2:10]>>[CH2:1]([NH:7][C:18]([CH:12]1[CH2:13][CH:14]2[CH2:17][C:11]1([CH2:8][CH:9]=[CH2:10])[CH:16]=[CH:15]2)=[O:19])[C:2]1[O:6][CH:5]=[CH:4][CH:3]=1. Procedure: 21.4 g of furfurylamine and 39.3 g of allylbicyclo[2.2.1]hept-5-ene-2-carbonyl chloride are reacted in accordance with process A, affording 38.1 g (73.8% of theory) of a reddish brown liquid resin; η25 =1287.2 m Pas. The product is ClC1=CC=C(CNC2=NC(=CC=C2[N+](=O)[O-])Cl)C=C1 ((4-chloro-benzyl)-(6-chloro-3-nitro-pyridin-2-yl)-amine). As a reaction SMILES: [Cl:1][C:2]1[CH:9]=[CH:8][C:5]([CH2:6][NH2:7])=[CH:4][CH:3]=1.Cl[C:11]1[C:16]([N+:17]([O-:19])=[O:18])=[CH:15][CH:14]=[C:13]([Cl:20])[N:12]=1.C([O-])([O-])=O.[K+].[K+]>CC#N>[Cl:1][C:2]1[CH:9]=[CH:8][C:5]([CH2:6][NH:7][C:11]2[C:16]([N+:17]([O-:19])=[O:18])=[CH:15][CH:14]=[C:13]([Cl:20])[N:12]=2)=[CH:4][CH:3]=1 |f:2.3.4|. The reactants are ClC1=NC(=CC=C1[N+](=O)[O-])Cl (2,6-dichloro-3-nitropyridine), C(=O)([O-])[O-].[K+].[K+] (K2CO3), ClC1=CC=C(CN)C=C1 (4-Chlorobenzylamine). Isolated yield 49.3%. Solvent: CC#N (MeCN). Reaction conditions: time 5 hour. Procedure details: 4-Chlorobenzylamine (7.3 mL, 60 mmol) was added dropwise to a stirred, cooled (˜0° C.), solution of 2,6-dichloro-3-nitropyridine (10.1 g, 52.2 mmol) and K2CO3 (7.93 g, 57.4 mmol) in MeCN (60 mL). After stirring for 5 hours at ambient temperature, the mixture was concentrated in vacuo and then partitioned between EtOAc and water. The EtOAc layer was then washed successively with aqueous potassium hydrogen sulfate solution, brine and then dried (MgSO4). The solution was evaporated in vacuo to give... Reactants: [I-].C(C)[N+]1=C(C=CC=C1)CCC1=C(C=CC=C1)NC=O (1-ethyl-2-(o-formamidophenethyl)pyridinium iodide), [OH-].[Na+] (NaOH), O (water), [BH4-].[Na+] (NaBH4). The solvent is CO (methanol). Run at time 2 hour. The product is C(C)N1C(CCCC1)CCC1=C(C=CC=C1)NC=O (1-ethyl-2-(2-formamidophenethyl)piperidine). As a reaction SMILES: [I-].[CH2:2]([N+:4]1[CH:9]=[CH:8][CH:7]=[CH:6][C:5]=1[CH2:10][CH2:11][C:12]1[CH:17]=[CH:16][CH:15]=[CH:14][C:13]=1[NH:18][CH:19]=[O:20])[CH3:3].[OH-].[Na+].O.[BH4-].[Na+]>CO>[CH2:2]([N:4]1[CH2:9][CH2:8][CH2:7][CH2:6][CH:5]1[CH2:10][CH2:11][C:12]1[CH:17]=[CH:16][CH:15]=[CH:14][C:13]=1[NH:18][CH:19]=[O:20])[CH3:3] |f:0.1,2.3,5.6|. Procedure: To a solution of 1-ethyl-2-(o-formamidophenethyl)pyridinium iodide (44.8 g., 0.117 mole), 50% NaOH (11.2 g., 0.14 mole), and water (40 ml.) in methanol (330 ml.) is added portionwise NaBH4 (5.32 g., 0.14 mole). The solution is stirred for 2 hr. and evaporated. Water is added to the residue thus obtained and the mixture extracted with ether. The ethereal extracts are dried (MgSO4) and evaporated. The residue taken up in 200 ml. of ethanol and hydrogenated in a Parr apparatus using 5 g. of 10% pal...